This data is from the Open Reaction Database (ORD), a public repository of structured organic reaction records. The task is: describe an organic reaction: reactants, conditions, products, and yield Reactants: NC=1C=NC=CC1 (3-aminopyridine), C(OC)(OC)OC (trimethyl orthoformate). Solvent: O (water). Yields the product CON=C1CN=CC=C1 (3-methoxyiminopyridine). The yield is 90.0%. As a reaction SMILES: [NH2:1][C:2]1[CH:3]=[N:4][CH:5]=[CH:6][CH:7]=1.[CH:8](OC)(OC)[O:9]C>O>[CH3:8][O:9][N:1]=[C:2]1[CH:7]=[CH:6][CH:5]=[N:4][CH2:3]1. Procedure: A mixture of 3-aminopyridine (7.14 g, 0.076 mol) and trimethyl orthoformate (40 mL) was refluxed for approximately 60 hr. To the cooled reaction mixture was added water (50 mL) and extracted with ethyl acetate (3×50 mL). The combined organic extracts were washed with brine and dried with MgSO4. The suspension was filtered and concentrated to yield the 3-methoxyiminopyridine as a white solid (9.3 g, 90%). Reactants: COC(OC)C(C)(C)CO, ClCCl, O=[Cr](=O)([O-])O[Cr](=O)(=O)[O-], c1cc[nH+]cc1, c1cc[nH+]cc1. The product is COC(OC)C(C)(C)C=O. As a reaction SMILES: [CH3:1][O:2][CH:3]([C:4]([CH2:5][OH:6])([CH3:7])[CH3:8])[O:9][CH3:10].[Cl:32][CH2:33][Cl:34].[Cr:11]([O:12][Cr:13]([O-:14])(=[O:15])=[O:16])([O-:17])(=[O:18])=[O:19].[nH+:20]1[cH:21][cH:22][cH:23][cH:24][cH:25]1.[nH+:26]1[cH:27][cH:28][cH:29][cH:30][cH:31]1>>[CH3:1][O:2][CH:3]([C:4]([CH:5]=[O:6])([CH3:7])[CH3:8])[O:9][CH3:10]. Starting materials: N1=CN(C=2C=NC=CC21)C2=CC(=C(S2)C(=O)OC)OCC2=C(C=CC=C2)C(F)(F)F (methyl 5-(3H-imidazo[4,5-c]pyridin-3-yl)-3-{[2-(trifluoromethyl)benzyl]oxy}thiophene-2-carboxylate), saturated solution, N (ammonia). Run in CO (methanol). Conditions: temperature 130 celsius, time 7 hour. Yields the product N1=CN(C=2C=NC=CC21)C2=CC(=C(S2)C(=O)N)OCC2=C(C=CC=C2)C(F)(F)F (5-(3H-Imidazo[4,5-c]pyridin-3-yl)-3-{[2-(trifluoromethyl)benzyl]oxy}thio-phene-2-carboxamide). As a reaction SMILES: [N:1]1[C:9]2[CH:8]=[CH:7][N:6]=[CH:5][C:4]=2[N:3]([C:10]2[S:14][C:13]([C:15]([O:17]C)=O)=[C:12]([O:19][CH2:20][C:21]3[CH:26]=[CH:25][CH:24]=[CH:23][C:22]=3[C:27]([F:30])([F:29])[F:28])[CH:11]=2)[CH:2]=1.[NH3:31]>CO>[N:1]1[C:9]2[CH:8]=[CH:7][N:6]=[CH:5][C:4]=2[N:3]([C:10]2[S:14][C:13]([C:15]([NH2:31])=[O:17])=[C:12]([O:19][CH2:20][C:21]3[CH:26]=[CH:25][CH:24]=[CH:23][C:22]=3[C:27]([F:28])([F:29])[F:30])[CH:11]=2)[CH:2]=1. Procedure: A mixture of 1.40 g of methyl 5-(3H-imidazo[4,5-c]pyridin-3-yl)-3-{[2-(trifluoromethyl)benzyl]oxy}thiophene-2-carboxylate (compound B1b) and 65 ml of a saturated solution of ammonia in methanol were stirred in an autoclave at 130° C. for 7 h. The mixture was allowed to cool down to room temperature and concentrated to about half of the volume. The precipitated solid was filtered, widely dissolved in 500 ml of methanol upon heating and filtered again. The filtrate was concentrated to about 25 ml ... Reactants: C=CCN, O=[N+]([O-])c1cc(Cl)c(Oc2cc(Cl)c(Br)cc2Cl)cc1Oc1ccccc1, C1COCCO1. Product: C=CCNc1cc(Oc2cc(Cl)c(Br)cc2Cl)c(Cl)cc1[N+](=O)[O-]. As a reaction SMILES: [CH2:28]([CH:29]=[CH2:30])[NH2:31].[Cl:1][c:2]1[c:3]([O:18][c:19]2[c:20]([Cl:27])[cH:21][c:22]([Br:26])[c:23]([Cl:25])[cH:24]2)[cH:4][c:5]([O:11][c:12]2[cH:13][cH:14][cH:15][cH:16][cH:17]2)[c:6]([N+:8](=[O:9])[O-:10])[cH:7]1.[O:32]1[CH2:33][CH2:34][O:35][CH2:36][CH2:37]1>>[Cl:1][c:2]1[c:3]([O:18][c:19]2[c:20]([Cl:27])[cH:21][c:22]([Br:26])[c:23]([Cl:25])[cH:24]2)[cH:4][c:5]([NH:31][CH2:28][CH:29]=[CH2:30])[c:6]([N+:8](=[O:9])[O-:10])[cH:7]1. Starting materials: C1CCOC1, COC(=O)C(CNC(=O)c1ccc(Cl)s1)NS(=O)(=O)c1cccc(-c2ccncc2)c1OC, Cl, [Na+], [OH-]. Product: COc1c(-c2ccncc2)cccc1S(=O)(=O)NC(CNC(=O)c1ccc(Cl)s1)C(=O)O. RXN SMILES: [CH2:37]1[O:38][CH2:39][CH2:40][CH2:41]1.[CH3:1][O:2][C:3]([CH:4]([CH2:5][NH:6][C:7](=[O:8])[c:9]1[s:10][c:11]([Cl:14])[cH:12][cH:13]1)[NH:15][S:16](=[O:17])(=[O:18])[c:19]1[c:20]([O:31][CH3:32])[c:21](-[c:25]2[cH:26][cH:27][n:28][cH:29][cH:30]2)[cH:22][cH:23][cH:24]1)=[O:33].[ClH:36].[Na+:35].[OH-:34]>>[O:2]=[C:3]([CH:4]([CH2:5][NH:6][C:7](=[O:8])[c:9]1[s:10][c:11]([Cl:14])[cH:12][cH:13]1)[NH:15][S:16](=[O:17])(=[O:18])[c:19]1[c:20]([O:31][CH3:32])[c:21](-[c:25]2[cH:26][cH:27][n:28][cH:29][cH:30]2)[cH:22][cH:23][cH:24]1)[OH:33]. Starting materials: C(CCCC)OP(OCCCCC)(OCCCCC)=S (tripentylphosphorothioate), C(CCCCCCCCCCC)OP(OCCCCCCCCCCCC)(OCCCCCCCCCCCC)=S (tridodecylphosphorothioate), C(CCCCCCCCCCCC)OP([O-])([O-])=S (tridecylphosphorothioate), C(CCCCCCCCCCCCCCCCCCCCCC)OP([O-])([O-])=S (trieicosylphosphorothioate), C(CCCCCCCCCCCCCCCCC)OP(OCCCCCCCCCCCCCCCCCC)(OCCCCCCCCCCCCCCCCCC)=S (trioctadecylphosphorothioate), C(CCCCCC)OP(OCCCCCCC)(OCCCCCCC)=S (triheptylphosphorothioate), C(CCCCCCC)OP(OCCCCCCCC)(OCCCCCCCC)=S (trioctylphosphorothioate), C(CCCCCCCCCCCCCC)OP(OCCCCCCCCCCCCCCC)(OCCCCCCCCCCCCCCC)=S (tripentadecylphosphorothioate). Product: C(CCC)OP(OCCCC)(OCCCC)=S (tributylphosphorothioate). RXN SMILES: [CH2:1]([O:6][P:7](=[S:20])([O:14][CH2:15][CH2:16][CH2:17][CH2:18]C)[O:8][CH2:9][CH2:10][CH2:11][CH2:12]C)[CH2:2][CH2:3][CH2:4]C.C(OP(=S)(OCCCCCCC)OCCCCCCC)CCCCCC.C(OP(=S)(OCCCCCCCC)OCCCCCCCC)CCCCCCC.C(OP(=S)([O-])[O-])CCCCCCCCCCCC.C(OP(=S)(OCCCCCCCCCCCC)OCCCCCCCCCCCC)CCCCCCCCCCC.C(OP(=S)(OCCCCCCCCCCCCCCC)OCCCCCCCCCCCCCCC)CCCCCCCCCCCCCC.C(OP(=S)(OCCCCCCCCCCCCCCCCCC)OCCCCCCCCCCCCCCCCCC)CCCCCCCCCCCCCCCCC.C(OP(=S)([O-])[O-])CCCCCCCCCCCCCCCCCCCCCC>>[CH2:15]([O:14][P:7](=[S:20])([O:8][CH2:9][CH2:10][CH2:11][CH3:12])[O:6][CH2:1][CH2:2][CH2:3][CH3:4])[CH2:16][CH2:17][CH3:18]. Procedure: tripentylphosphorothioate; triheptylphosphorothioate; trioctylphosphorothioate; tridecylphosphorothioate; tridodecylphosphorothioate; tripentadecylphosphorothioate; trioctadecylphosphorothioate; trieicosylphosphorothioate; Reactants: C1(=CC=C(C=C1)S(=O)(=O)Cl)C (p-toluenesulfonyl chloride), C(CCCC=C)O (hex-5-en-1-ol), ice water. Run in N1=CC=CC=C1 (pyridine). Conditions: time 16 hour. Yields the product S(=O)(=O)(C1=CC=C(C)C=C1)OCCCCC=C (hex-5-en-1-ol tosylate). Reaction SMILES: [C:1]1([CH3:11])[CH:6]=[CH:5][C:4]([S:7](Cl)(=[O:9])=[O:8])=[CH:3][CH:2]=1.[CH2:12]([OH:18])[CH2:13][CH2:14][CH2:15][CH:16]=[CH2:17]>N1C=CC=CC=1>[S:7]([O:18][CH2:12][CH2:13][CH2:14][CH2:15][CH:16]=[CH2:17])([C:4]1[CH:5]=[CH:6][C:1]([CH3:11])=[CH:2][CH:3]=1)(=[O:9])=[O:8]. Reported procedure: In this preparation 1.0 mole of p-toluenesulfonyl chloride is dissolved in 700 ml. of pyridine at 0° C, under nitrogen, and then 1.0 mole of hex-5-en-1-ol is added dropwise. The mixture is then stirred at room temperature for 16 hours, then poured into ice water and extracted with ethyl ether. The ethyl ether extract is then sequentially washed with water, 10% aqueous hydrochloric acid, water, aqueous 10% sodium bicarbonate solution and water, and then dried over magnesium sulfate and filtered. ... Starting materials: C(C)(=O)OO (peracetic acid), N1=CC=CC=2OC3=C(OC21)C=CC=C3 (pyrido[2,3-B][1,4]benzodioxin), C(C)(=O)OO (peracetic acid). The solvent is C(C)(=O)O (acetic acid), C(C)(=O)O (acetic acid), C(C)(=O)O (acetic acid). Conditions: temperature 70 celsius. The product is [N+]=1(C=CC=C2OC3=C(OC21)C=CC=C3)[O-] (pyrido[2,3-B][1,4]-benzodioxin 1-oxide). Reaction SMILES: [N:1]1[C:10]2[O:9][C:8]3[CH:11]=[CH:12][CH:13]=[CH:14][C:7]=3[O:6][C:5]=2[CH:4]=[CH:3][CH:2]=1.C(OO)(=[O:17])C>C(O)(=O)C>[N+:1]1([O-:17])[CH:2]=[CH:3][CH:4]=[C:5]2[C:10]=1[O:9][C:8]1[CH:11]=[CH:12][CH:13]=[CH:14][C:7]=1[O:6]2. Reported procedure: A solution of 32 g of pyrido[2,3-B][1,4]benzodioxin in 100 ml of glacial acetic acid is treated with 36 g of 40% peracetic acid in acetic acid in four equal portions. After the fourth portion is added, the mixture is heated at 70° C. for 10 minutes. Another 4 g of 40% peracetic acid in acetic acid is added and the temperature is maintained at 70° C. for 10 minutes and then heated to reflux for 10 minutes. The mixture is concentrated at reduced pressure, 100 ml of isopropanol is added and the mix...